This data is from the Open Reaction Database (ORD), a public repository of structured organic reaction records. The task is: describe an organic reaction: reactants, conditions, products, and yield Starting materials: N1(CCCCC1)CC1=CC=C(N\C(\C2=CC=CC=C2)=C\2/C(NC3=CC(=CC=C23)C(=O)O)=O)C=C1 (3-Z-[1-(4-(piperidin-1-yl-methyl)-anilino)-1-phenyl-methylene]-6-carboxy-2-indolinone), C(C1=CC=CC=C1)O (benzyl alcohol). Yields the product N1(CCCCC1)CC1=CC=C(N\C(\C2=CC=CC=C2)=C\2/C(NC3=CC(=CC=C23)C(=O)OCC2=CC=CC=C2)=O)C=C1 (3-Z-[1-(4-(piperidin-1-yl-methyl)-anilino)-1-phenyl-methylene]-6-benzyloxycarbonyl-2-indolinone). RXN SMILES: [N:1]1([CH2:7][C:8]2[CH:34]=[CH:33][C:11]([NH:12]/[C:13](=[C:20]3\[C:21](=[O:32])[NH:22][C:23]4[C:28]\3=[CH:27][CH:26]=[C:25]([C:29]([OH:31])=[O:30])[CH:24]=4)/[C:14]3[CH:19]=[CH:18][CH:17]=[CH:16][CH:15]=3)=[CH:10][CH:9]=2)[CH2:6][CH2:5][CH2:4][CH2:3][CH2:2]1.[CH2:35](O)[C:36]1[CH:41]=[CH:40][CH:39]=[CH:38][CH:37]=1>>[N:1]1([CH2:7][C:8]2[CH:9]=[CH:10][C:11]([NH:12]/[C:13](=[C:20]3\[C:21](=[O:32])[NH:22][C:23]4[C:28]\3=[CH:27][CH:26]=[C:25]([C:29]([O:31][CH2:35][C:36]3[CH:41]=[CH:40][CH:39]=[CH:38][CH:37]=3)=[O:30])[CH:24]=4)/[C:14]3[CH:15]=[CH:16][CH:17]=[CH:18][CH:19]=3)=[CH:33][CH:34]=2)[CH2:6][CH2:5][CH2:4][CH2:3][CH2:2]1. Reported procedure: Prepared from 3-Z-[1-(4-(piperidin-1-yl-methyl)-anilino)-1-phenyl-methylene]-6-carboxy-2-indolinone and benzyl alcohol Rf value: 0.6 (aluminium oxide, methylene chloride/methanol=30:1) C35H33N3O3 Starting materials: solution, C[Si](C)(C)[N-][Si](C)(C)C (bis(trimethylsilyl)amide), BrC=1C=C(C(=NC1)F)C1=C(C=NC(=C1)OC)N (5-bromo-2-fluoro-6′-methoxy-[3,4′]bipyridinyl-3′-ylamine). Run in C1CCOC1 (THF), C1CCOC1 (THF), O (water). Run at time 30 minute. Yields the product COC1=CC=2C3=C(NC2C=N1)N=CC(=C3)Br (6-Methoxy-3-bromo-9H-dipyrido[2,3-b;4′,3′-d]pyrrole). The yield is 47.0%. Reaction SMILES: C[Si]([N-][Si](C)(C)C)(C)C.[Br:10][C:11]1[CH:12]=[C:13]([C:18]2[CH:23]=[C:22]([O:24][CH3:25])[N:21]=[CH:20][C:19]=2[NH2:26])[C:14](F)=[N:15][CH:16]=1>C1COCC1.O>[CH3:25][O:24][C:22]1[N:21]=[CH:20][C:19]2[NH:26][C:14]3[N:15]=[CH:16][C:11]([Br:10])=[CH:12][C:13]=3[C:18]=2[CH:23]=1. Reported procedure: A 1N solution of bis(trimethylsilyl)amide in THF (6.81 mL, 6.81 mmol) was added dropwise to a solution of 5-bromo-2-fluoro-6′-methoxy-[3,4′]bipyridinyl-3′-ylamine (203 mg, 0.681 mmol) in THF (12.0 mL). The reaction mixture was stirred for 30 minutes at ambient temperature, diluted with water, and extracted into ethyl acetate. The organic phase was dried over sodium sulfate, filtered, and concentrated in vacuo. The crude residue was dissolved in ethyl acetate and methanol, absorbed onto silica ge...